Dataset: the Open Reaction Database (ORD), a public repository of structured organic reaction records. Task: describe an organic reaction: reactants, conditions, products, and yield Starting materials: S1C(=CC=C1)CN1CCC(CC1)=O (1-(2-thiopheneyl)methyl-4-piperidone), Cl.NO (hydroxylamine hydrochloride). The product is S1C(=CC=C1)CN1CCC(CC1)=NO (1-(2-Thiopheneyl)methyl-4-piperidone oxime). As a reaction SMILES: [S:1]1[CH:5]=[CH:4][CH:3]=[C:2]1[CH2:6][N:7]1[CH2:12][CH2:11][C:10](=O)[CH2:9][CH2:8]1.Cl.[NH2:15][OH:16]>>[S:1]1[CH:5]=[CH:4][CH:3]=[C:2]1[CH2:6][N:7]1[CH2:12][CH2:11][C:10](=[N:15][OH:16])[CH2:9][CH2:8]1 |f:1.2|. Procedure: 1-(2-Thiopheneyl)methyl-4-piperidone oxime is prepared from 1-(2-thiopheneyl)methyl-4-piperidone and hydroxylamine hydrochloride essentially as described above in Example 38, Scheme C, step b. The reactants are N1C(=NCC1)NC/C=C/C=1C=C2C(NC(=NC2=CC1)C[C@@H](C(=O)O)NS(=O)(=O)C1=C(C(=C(C(=C1C)C)C)C)C)=O (6-[(1E)-3-[(4,5-dihydro-1H-imidazol-2-yl)amino]-1-propenyl]-(αS)-3,4-dihydro-4-oxo-α-[[(2,3,4,5,6-pentamethylphenyl)sulfonyl]amino]-2-quinazolinepropanoic Acid), NC=1NCCN1 (2-aminoimidazoline), C(C)(C)(C)OC([C@@H](NC(=O)OCC1=CC=CC=C1)CC(N)=O)=O (N-carbobenzyloxyasparagine tert-butyl ester), NC=1C=C(C=CC1)B(O)O (3-aminophenylboronic acid). Yields the product N1C(=NCC1)NC=1C=C(C=CC1)C=1C=C2C(NC(=NC2=CC1)C[C@@H](C(=O)O)NC(=O)OCC1=CC=CC=C1)=O (6-[3-[(4,5-dihydro-1H-imidazol-2-yl)amino]phenyl]-(αS)-3,4-dihydro-4-oxo-α-[[(phenylmethoxy)carbonyl]amino]-2-quinazolinepropanoic Acid). RXN SMILES: [NH:1]1[CH2:5][CH2:4][N:3]=[C:2]1[NH:6][CH2:7]/[CH:8]=[CH:9]/[C:10]1[CH:11]=[C:12]2[C:17](=[CH:18][CH:19]=1)[N:16]=[C:15]([CH2:20][C@H:21]([NH:25]S(C1C(C)=C(C)C(C)=C(C)C=1C)(=O)=O)[C:22]([OH:24])=[O:23])[NH:14][C:13]2=[O:40].C(OC(=O)[C@H](CC(=O)N)N[C:49]([O:51][CH2:52][C:53]1[CH:58]=[CH:57][CH:56]=[CH:55][CH:54]=1)=[O:50])(C)(C)C.N[C:65]1[CH:66]=C(B(O)O)C=C[CH:70]=1.NC1NCCN=1>>[NH:1]1[CH2:5][CH2:4][N:3]=[C:2]1[NH:6][C:7]1[CH:8]=[C:9]([C:10]2[CH:11]=[C:12]3[C:17](=[CH:18][CH:19]=2)[N:16]=[C:15]([CH2:20][C@H:21]([NH:25][C:49]([O:51][CH2:52][C:53]2[CH:54]=[CH:55][CH:56]=[CH:57][CH:58]=2)=[O:50])[C:22]([OH:24])=[O:23])[NH:14][C:13]3=[O:40])[CH:70]=[CH:65][CH:66]=1. Reported procedure: Compound 9 was prepared as described for Compound 1, but instead of Compound AA2, N-carbobenzyloxyasparagine tert-butyl ester (8.2 g) was reacted with Compound AA3 and produced Compound AC1. Scheme AC shows the Suzuki cross coupling of Compound AC1 with 3-aminophenylboronic acid to produce Compound AC2. As shown in the illustration for Scheme AA, intermediate Compound AC2 (0.19 g) was converted to the corresponding 2-aminoimidazoline by coupling with Compound AA5 followed by hydrolysis to yield ... Reactants: TEA, COC(CCC=1N=C(C2=C(N1)SC1=C2CCCC1)Cl)=O (3-(4-chloro-5,6,7,8-tetrahydro-[1]benzothiopheno[2,3-d]pyrimidin-2-yl)-propionic acid methyl ester), Cl.C1(CC1)NC (cyclopropyl methyl amine hydrochloride). Solvent: CO (methanol). Run at time 10 hour. The product is COC(CCC=1N=C(C2=C(N1)SC1=C2CCCC1)N(C)C1CC1)=O (3-[4-(cyclopropyl-methyl-amino)-5,6,7,8-tetrahydro-[1]benzothiopheno[2,3-d]pyrimidin-2-yl]-propionic acid methyl ester). Isolated yield 45.2%. Reaction SMILES: [CH3:1][O:2][C:3](=[O:20])[CH2:4][CH2:5][C:6]1[N:7]=[C:8](Cl)[C:9]2[C:14]3[CH2:15][CH2:16][CH2:17][CH2:18][C:13]=3[S:12][C:10]=2[N:11]=1.Cl.[CH:22]1([NH:25][CH3:26])[CH2:24][CH2:23]1>CO>[CH3:1][O:2][C:3](=[O:20])[CH2:4][CH2:5][C:6]1[N:7]=[C:8]([N:25]([CH:22]2[CH2:24][CH2:23]2)[CH3:26])[C:9]2[C:14]3[CH2:15][CH2:16][CH2:17][CH2:18][C:13]=3[S:12][C:10]=2[N:11]=1 |f:1.2|. Reported procedure: The TEA (0.6 g, 0.0064 mol) was added dropwise at 10° C. to a mixture of 3-(4-chloro-5,6,7,8-tetrahydro-[1]benzothiopheno[2,3-d]pyrimidin-2-yl)-propionic acid methyl ester (1 g, 0.0032 mol) and cyclopropyl methyl amine hydrochloride (0.35 g, 0.0032 mol) in methanol (20 ml). The resulting mixture was stirred at R.T for 10 hrs. Methanol was removed and the reaction mixture was diluted with water and extracted with ethyl acetate (3×25 ml). The combined organic layers were dried over Na2SO4, concent... The reactants are ClC1=CC=C(O[C@H]2[C@@H](CN(CC2)C(=O)OCC)C2=CC=CC=C2)C=C1 (trans-4-(4-chlorophenoxy)-1-ethoxycarbonyl-3-phenylpiperidine), [OH-].[Na+] (NaOH). Run in C(C)O (ethanol). Yields the product ClC1=CC=C(O[C@H]2[C@@H](CNCC2)C2=CC=CC=C2)C=C1 (trans-4-(4-chlorophenoxy)-3-phenylpiperidine). Reaction SMILES: [Cl:1][C:2]1[CH:25]=[CH:24][C:5]([O:6][C@@H:7]2[CH2:12][CH2:11][N:10](C(OCC)=O)[CH2:9][C@H:8]2[C:18]2[CH:23]=[CH:22][CH:21]=[CH:20][CH:19]=2)=[CH:4][CH:3]=1.[OH-].[Na+]>C(O)C>[Cl:1][C:2]1[CH:3]=[CH:4][C:5]([O:6][C@@H:7]2[CH2:12][CH2:11][NH:10][CH2:9][C@H:8]2[C:18]2[CH:23]=[CH:22][CH:21]=[CH:20][CH:19]=2)=[CH:24][CH:25]=1 |f:1.2|. Reported procedure: A mixture of 8.78 g of trans-4-(4-chlorophenoxy)-1-ethoxycarbonyl-3-phenylpiperidine, 64 ml of 20% aqueous NaOH solution and 125 ml of absolute ethanol is refluxed for 18 hours under nitrogen. The ethanol is then removed in vacuo and the aqueous residue is partitioned between dichloromethane and distilled water. The aqueous phase is extracted with dichloromethane, and the combined organic extracts are then washed with water, saturated aqueous NaCl solution, dried over anhydrous Na2SO4 and concen...